This data is from the Open Reaction Database (ORD), a public repository of structured organic reaction records. The task is: describe an organic reaction: reactants, conditions, products, and yield The reactants are C([O-])([O-])=O (carbonate), NC1=CC2=C(N(CCCO2)C(C)=O)C=C1 (1-(3-Amino-7,8-dihydro-6H-5-oxa-9-aza-benzocyclohepten-9-yl)-ethanone), ClC1=NC=C(C(=N1)NC1=C(C(=O)NC)C=CC=C1F)Cl (2-(2,5-Dichloro-pyrimidin-4-ylamino)-3-fluoro-N-methyl-benzamide), C12(C(=O)CC(CC1)C2(C)C)CS(=O)(=O)O (10-Camphorsulfonic acid). The solvent is C(C)(C)O (Isopropyl alcohol). Yields the product C(C)(=O)N1CCCOC2=C1C=CC(=C2)NC2=NC=C(C(=N2)NC2=C(C(=O)NC)C=CC=C2F)Cl (2-[2-(9-Acetyl-6,7,8,9-tetrahydro-5-oxa-9-aza-benzocyclohepten-3-ylamino)-5-chloro-pyrimidin-4-ylamino]-3-fluoro-N-methyl-benzamide), solids. Isolated yield 53.0%. As a reaction SMILES: [NH2:1][C:2]1[CH:15]=[CH:14][C:5]2[N:6]([C:11](=[O:13])[CH3:12])[CH2:7][CH2:8][CH2:9][O:10][C:4]=2[CH:3]=1.Cl[C:17]1[N:22]=[C:21]([NH:23][C:24]2[C:33]([F:34])=[CH:32][CH:31]=[CH:30][C:25]=2[C:26]([NH:28][CH3:29])=[O:27])[C:20]([Cl:35])=[CH:19][N:18]=1.C12(CS(O)(=O)=O)C(C)(C)C(CC1)CC2=O.C(=O)([O-])[O-]>C(O)(C)C>[C:11]([N:6]1[C:5]2[CH:14]=[CH:15][C:2]([NH:1][C:17]3[N:22]=[C:21]([NH:23][C:24]4[C:33]([F:34])=[CH:32][CH:31]=[CH:30][C:25]=4[C:26]([NH:28][CH3:29])=[O:27])[C:20]([Cl:35])=[CH:19][N:18]=3)=[CH:3][C:4]=2[O:10][CH2:9][CH2:8][CH2:7]1)(=[O:13])[CH3:12]. Procedure details: 1-(3-Amino-7,8-dihydro-6H-5-oxa-9-aza-benzocyclohepten-9-yl)-ethanone (97 mg, 0.47 mmol), 2-(2,5-Dichloro-pyrimidin-4-ylamino)-3-fluoro-N-methyl-benzamide (169 mg, 0.536 mmol), and 10-Camphorsulfonic acid (16 mg, 0.070 mmol) in Isopropyl alcohol (4 mL) was irradiated in a CEM microwave (120° C., 30 min). The mixture was neutralized with MP-carbonate (0.3 mmol) and purified on silica gel (ISCO, 2×12 g, 0-100% EtOAc:Hex) to afford 2-[2-(9-Acetyl-6,7,8,9-tetrahydro-5-oxa-9-aza-benzocyclohepten-3-yl... Reactants: Br.OC1=CC=CC=2[C@@H]3CCCN[C@H]3CCC21 ((±)-trans-7-Hydroxy-1,2,3,4,4a,5,6,10b-octahydrobenzo(f)quinoline hydrobromide), C(C(C)(C)C)(=O)Cl (Pivaloyl chloride). Run in FC(C(=O)O)(F)F (trifluoroacetic acid). Conditions: time 8 hour. The product is Br.C(C(C)(C)C)(=O)OC1=CC=CC=2[C@@H]3CCCN[C@H]3CCC21 ((±)-trans-7-Pivaloyloxy-1,2,3,4,4a,5,6,10b-octahydrobenzo(f)quinoline hydrobromide). As a reaction SMILES: [BrH:1].[OH:2][C:3]1[C:16]2[CH2:15][CH2:14][C@H:13]3[C@@H:8]([CH2:9][CH2:10][CH2:11][NH:12]3)[C:7]=2[CH:6]=[CH:5][CH:4]=1.[C:17](Cl)(=[O:22])[C:18]([CH3:21])([CH3:20])[CH3:19]>FC(F)(F)C(O)=O>[BrH:1].[C:17]([O:2][C:3]1[C:16]2[CH2:15][CH2:14][C@H:13]3[C@@H:8]([CH2:9][CH2:10][CH2:11][NH:12]3)[C:7]=2[CH:6]=[CH:5][CH:4]=1)(=[O:22])[C:18]([CH3:21])([CH3:20])[CH3:19] |f:0.1,4.5|. Procedure: (±)-trans-7-Hydroxy-1,2,3,4,4a,5,6,10b-octahydrobenzo(f)quinoline hydrobromide (50 mg, 0.17 mmol) was dissolved in trifluoroacetic acid (1 ml). Pivaloyl chloride (0.2 ml) was added and the mixture was stirred at room temperature overnight. After evaporation of the solvent, the residue was partitioned between H2O and CH2Cl2. The organic layer was concentrated and applied to a SiO2 column and the product was eluted with CH2Cl2 -MeOH. Fractions containing the product were collected. The solvent was... The reactants are O=C1CCC(=O)N1Br, CC(=O)OC1(C(C)=O)CCC2C3CCC4=CC(=O)CCC4(C)C3=CCC21C, CN(C)C=O, F, N, O. The product is CC(=O)OC1(C(C)=O)CCC2C3CCC4=CC(=O)CCC4(C)C3(Br)C(F)CC21C. Reaction SMILES: [Br:29][N:30]1[C:31](=[O:32])[CH2:33][CH2:34][C:35]1=[O:36].[C:2]([CH3:3])(=[O:4])[O:5][C:6]1([C:7]([CH3:8])=[O:9])[CH2:10][CH2:11][CH:12]2[CH:13]3[CH2:14][CH2:15][C:16]4=[CH:17][C:18](=[O:28])[CH2:19][CH2:20][C:21]4([CH3:22])[C:23]3=[CH:24][CH2:25][C:26]12[CH3:27].[CH3:39][N:40]([CH3:41])[CH:42]=[O:43].[FH:1].[NH3:37].[OH2:38]>>[F:1][CH:24]1[C:23]2([Br:29])[CH:13]([CH:12]3[CH2:11][CH2:10][C:6]([O:5][C:2]([CH3:3])=[O:4])([C:7]([CH3:8])=[O:9])[C:26]3([CH3:27])[CH2:25]1)[CH2:14][CH2:15][C:16]1=[CH:17][C:18](=[O:28])[CH2:19][CH2:20][C:21]12[CH3:22]. Reactants: CN(/C=C/C(=O)C1=CN(C2=NC=CC=C21)CC)C ((E)-3-(dimethylamino)-1-(1-ethyl-1H-pyrrolo[2,3-b]pyridin-3-yl)prop-2-en-1-one), Cl.C(#N)C=1C=C(C=CC1)NC(=N)N (1-(3-cyanophenyl)guanidine hydrochloride). RXN SMILES: CN(C)/[CH:3]=[CH:4]/[C:5]([C:7]1[C:15]2[C:10](=[N:11][CH:12]=[CH:13][CH:14]=2)[N:9]([CH2:16][CH3:17])[CH:8]=1)=O.Cl.[C:20]([C:22]1[CH:23]=[C:24]([NH:28][C:29]([NH2:31])=[NH:30])[CH:25]=[CH:26][CH:27]=1)#[N:21]>>[CH2:16]([N:9]1[C:10]2=[N:11][CH:12]=[CH:13][CH:14]=[C:15]2[C:7]([C:5]2[CH:4]=[CH:3][N:31]=[C:29]([NH:28][C:24]3[CH:23]=[C:22]([CH:27]=[CH:26][CH:25]=3)[C:20]#[N:21])[N:30]=2)=[CH:8]1)[CH3:17] |f:1.2|. Procedure details: Prepared by treatment of (E)-3-(dimethylamino)-1-(1-ethyl-1H-pyrrolo[2,3-b]pyridin-3-yl)prop-2-en-1-one and 1-(3-cyanophenyl)guanidine hydrochloride. 1H-NMR (DMSO-d6) δ: 1.48 (t, 3H, J=7.2 Hz, CH3), 4.39 (q, 2H, J=7.2 Hz, CH2), 7.27 (m, 1H, Ar—H), 7.36 (d, 1H, J=4.4 Hz, Pyrimidin-H), 7.42 (m, 1H, Ph-H or Ar—H), 7.51 (m, 1H, Ph-H or Ar—H), 7.98 (m, 1H, Ar—H), 8.38 (m, 1H, Ph-H or Ar—H), 8.46 (m, 2H, Pyrimidin-H or Ar—H), 8.63 (s, 1H, Ar—H), 8.94 (m, 1H, Ph-H or Ar—H), 9.85 (s, 1H, NH). MS (ESI+) ... Yields the product C(C)N1C=C(C=2C1=NC=CC2)C2=NC(=NC=C2)NC=2C=C(C#N)C=CC2 (3-(4-(1-Ethyl-1H-pyrrolo[2,3-b]pyridin-3-yl)pyrimidin-2-ylamino)benzonitrile). The reactants are C(C1=CC=CC=C1)OC1=CC=C(NC=2C3=C(N=CN2)C=NC(=C3)Cl)C=C1 (4-(4-benzyloxyanilino)6-chloropyrido[3,4-d]pyrimidine), C(CCC)[Sn](N1N(C=CC1)C)(CCCC)CCCC (2-(tri-n-butylstannyl)-N-methylpyrazole). Product: C(C1=CC=CC=C1)OC1=CC=C(NC=2C3=C(N=CN2)C=NC(=C3)N3N(C=CC3)C)C=C1 (4-(4-Benzyloxyanilino)-6-(N-methylpyrazol-2-yl)pyrido[3,4-d]pyrimidine). As a reaction SMILES: [CH2:1]([O:8][C:9]1[CH:26]=[CH:25][C:12]([NH:13][C:14]2[C:15]3[CH:23]=[C:22](Cl)[N:21]=[CH:20][C:16]=3[N:17]=[CH:18][N:19]=2)=[CH:11][CH:10]=1)[C:2]1[CH:7]=[CH:6][CH:5]=[CH:4][CH:3]=1.C([Sn](CCCC)(CCCC)[N:32]1[CH2:36][CH:35]=[CH:34][N:33]1[CH3:37])CCC>>[CH2:1]([O:8][C:9]1[CH:26]=[CH:25][C:12]([NH:13][C:14]2[C:15]3[CH:23]=[C:22]([N:32]4[CH2:36][CH:35]=[CH:34][N:33]4[CH3:37])[N:21]=[CH:20][C:16]=3[N:17]=[CH:18][N:19]=2)=[CH:11][CH:10]=1)[C:2]1[CH:7]=[CH:6][CH:5]=[CH:4][CH:3]=1. Procedure details: Prepared according to Procedure B from 4-(4-benzyloxyanilino)6-chloropyrido[3,4-d]pyrimidine and 2-(tri-n-butylstannyl)-N-methylpyrazole (prepared according to the published method: WO 94/00825); δH [2H6]-DMSO 9.30 (1H,s), 8.80 (2H,m), 7.80 (2H,d), 7.65 (1H,d), 7.50 (6H,m), 7.20 (2H,d), 6.90 (1H,d), 5.20 (2H,s), 4.25 (3H,s); m/z (M+1)+409. Reactants: ClC=1C=C(C=C2C=C(NC12)C(=O)OCC)O (ethyl 7-chloro-5-hydroxyindole-2-carboxylate), ClC1=NC=NC2=CC(=C(C=C12)OC)OCCCN1CCCCC1 (4-chloro-6-methoxy-7-(3-piperidinopropoxy)quinazoline), C([O-])([O-])=O.[K+].[K+] (potassium carbonate). Run in CC(=O)N(C)C (DMA). Conditions: temperature 100 celsius, time 2 hour. The product is N (ammonia), COC1=NC2=CC(=CC=C2C=N1)OCCCN1CCCCC1 (methoxy-7-(3-piperidinopropoxy)quinazoline). The yield is 215.7%. RXN SMILES: Cl[C:2]1[C:11]2[C:6](=[CH:7][C:8]([O:14][CH2:15][CH2:16][CH2:17][N:18]3[CH2:23][CH2:22][CH2:21][CH2:20][CH2:19]3)=[C:9](OC)[CH:10]=2)[N:5]=[CH:4][N:3]=1.[C:24](=O)([O-])[O-:25].[K+].[K+].ClC1C=C(O)C=C2C=1NC(C(OCC)=O)=C2>CC(N(C)C)=O>[NH3:3].[CH3:24][O:25][C:4]1[N:3]=[CH:2][C:11]2[C:6](=[CH:7][C:8]([O:14][CH2:15][CH2:16][CH2:17][N:18]3[CH2:19][CH2:20][CH2:21][CH2:22][CH2:23]3)=[CH:9][CH:10]=2)[N:5]=1 |f:1.2.3|. Procedure details: A mixture of 4-chloro-6-methoxy-7-(3-piperidinopropoxy)quinazoline (84 mg, 0.24 mmol), (prepared as described for the starting material in Example 67), potassium carbonate (162 mg, 1.18 mmol) and ethyl 7-chloro-5-hydroxyindole-2-carboxylate (62 mg, 0.26 mmol) in DMA (2.0 ml) was stirred at 100° C. for 2 hours and allowed to cool to ambient temperature. The reaction mixture was filtered and the filtrate evaporated. The residue was purified by silica column chromatography using gradient elution di... Procedure details: 4-(p-Chlorophenyl)phenol is converted via the Duff reaction [J. Chem. Soc., 547 (1941)] to 2-hydroxy-5-(p-chlorophenyl)benzaldehyde, mp. 74°-78° C. i.r. 6.02μ. A solution of 2]3 mg. (1 mmole) of this aldehyde, 0.4 ml. (2.63 mmole) of diethylmalonate and 0.2 ml. (2 mmole) of piperidine is heated for 10 minutes and kept at 25° C. for 2 hours. Then 5 ml. of 9 N HCl is added and the mixture stirred at reflux overnight. The mixture is cooled in an ice bath and filtered to yield 238 mg. of the desired... Reaction conditions: time 2 hour. Reaction SMILES: [Cl:1][C:2]1[CH:7]=[CH:6][C:5]([C:8]2[CH:13]=[CH:12][C:11]([OH:14])=[CH:10][CH:9]=2)=[CH:4][CH:3]=1.OC1C=CC(C2C=CC(Cl)=CC=2)=CC=1C=O.[CH2:31]([C:33](CC)([C:37]([O-])=[O:38])[C:34]([O-:36])=[O:35])C.N1CCCCC1.Cl>>[Cl:1][C:2]1[CH:3]=[CH:4][C:5]([C:8]2[CH:13]=[C:12]3[C:11](=[CH:10][CH:9]=2)[O:14][C:37](=[O:38])[C:33]([C:34]([OH:36])=[O:35])=[CH:31]3)=[CH:6][CH:7]=1. Yields the product ClC1=CC=C(C=C1)C=1C=C2C=C(C(OC2=CC1)=O)C(=O)O (6-(p-Chlorophenyl)coumarin-3-carboxylic acid). Reactants: C(C)C(C(=O)[O-])(C(=O)[O-])CC (diethylmalonate), ClC1=CC=C(C=C1)C1=CC=C(C=C1)O (4-(p-Chlorophenyl)phenol), OC1=C(C=O)C=C(C=C1)C1=CC=C(C=C1)Cl (2-hydroxy-5-(p-chlorophenyl)benzaldehyde), N1CCCCC1 (piperidine), aldehyde, Cl (HCl). Starting materials: BrC=1C=CC(=C(C1)C(O)C=1C=NC=NC1)F ((5-bromo-2-fluorophenyl)(pyrimidin-5-yl)methanol), CC(=O)OI1(C=2C=CC=CC2C(=O)O1)(OC(=O)C)OC(=O)C (Dess-Martin periodinane). Run in C(Cl)Cl (DCM). Procedure: To a stirring solution of (5-bromo-2-fluorophenyl)(pyrimidin-5-yl)methanol (2.42 g, 8.55 mmol) in DCM (40 mL) was added Dess-Martin periodinane (4 g, 9.4 mmol) portion-wise over several minutes. The reaction was then quenched with saturated 1:1 Na2S2O3/NaHCO3 solution (80 mL) and stirred until gas evolution ceased. The aqueous layer was extracted with DCM, dried over MgSO4, and purified by column chromatography (gradient 0 to 30% EtOAc in hexanes) to give the product. 1H NMR (400 MHz, CDCl3) δ 9... RXN SMILES: [Br:1][C:2]1[CH:3]=[CH:4][C:5]([F:16])=[C:6]([CH:8]([C:10]2[CH:11]=[N:12][CH:13]=[N:14][CH:15]=2)[OH:9])[CH:7]=1.CC(OI1(OC(C)=O)(OC(C)=O)OC(=O)C2C=CC=CC1=2)=O>C(Cl)Cl>[Br:1][C:2]1[CH:3]=[CH:4][C:5]([F:16])=[C:6]([C:8]([C:10]2[CH:15]=[N:14][CH:13]=[N:12][CH:11]=2)=[O:9])[CH:7]=1. The product is BrC=1C=CC(=C(C1)C(=O)C=1C=NC=NC1)F ((5-bromo-2-fluorophenyl)(pyrimidin-5-yl)methanone).